Dataset: the Open Reaction Database (ORD), a public repository of structured organic reaction records. Task: describe an organic reaction: reactants, conditions, products, and yield The reactants are FC=1C=C2CCC(=CC2=CC1)N1CCCC1 (6-fluoro-2-pyrrolidinyl-3,4-dihydronaphthalene), CI (methyliodide). Solvent: O1CCCC1 (tetrahydrofuran). Product: FC=1C=C2CCC(=C(C2=CC1)C)N1CCCC1 (6-fluoro-1-methyl-2-pyrrolidinyl-3,4-dihydronaphthalene). Reaction SMILES: [F:1][C:2]1[CH:3]=[C:4]2[C:9](=[CH:10][CH:11]=1)[CH:8]=[C:7]([N:12]1[CH2:16][CH2:15][CH2:14][CH2:13]1)[CH2:6][CH2:5]2.[CH3:17]I>O1CCCC1>[F:1][C:2]1[CH:3]=[C:4]2[C:9](=[CH:10][CH:11]=1)[C:8]([CH3:17])=[C:7]([N:12]1[CH2:16][CH2:15][CH2:14][CH2:13]1)[CH2:6][CH2:5]2. Reported procedure: To 6-fluoro-2-pyrrolidinyl-3,4-dihydronaphthalene (13 g; 60.8 mmol) in 200 ml of dry tetrahydrofuran (THF) was added methyliodide (30 ml; 482 mmol) and the mixture was refluxed for 2 hours. The reaction mixture was allowed to cool with stirring while crystallization took place. The solids were collected by filtration to afford the subtitle compound. Reactants: NC=1C=C(C=C(C1N)C1=CC=C(C=C1)F)C(=O)OC (methyl 5,6-diamino-4′-fluorobiphenyl-3-carboxylate), C1(=CC=CC=C1)P(C1=CC=CC=C1)C1=CC=CC=C1 (triphenylphosphine), ClC(C#N)(Cl)Cl (trichloroacetonitrile). Solvent: C(C)#N (acetonitrile). Run at temperature 150 celsius. The product is FC1=CC=C(C=C1)C1=CC(=CC=2NC(=NC21)C(C)C)C(=O)OC (Methyl 4-(4-fluorophenyl)-2-isopropyl-1H-benzimidazole-6-carboxylate). Yield: 81.6%. RXN SMILES: [NH2:1][C:2]1[CH:3]=[C:4]([C:16]([O:18][CH3:19])=[O:17])[CH:5]=[C:6]([C:9]2[CH:14]=[CH:13][C:12]([F:15])=[CH:11][CH:10]=2)[C:7]=1[NH2:8].C1(P([C:33]2[CH:38]=[CH:37]C=CC=2)C2C=CC=CC=2)C=CC=CC=1.Cl[C:40](Cl)(Cl)C#N>C(#N)C>[F:15][C:12]1[CH:11]=[CH:10][C:9]([C:6]2[C:7]3[N:8]=[C:40]([CH:38]([CH3:37])[CH3:33])[NH:1][C:2]=3[CH:3]=[C:4]([C:16]([O:18][CH3:19])=[O:17])[CH:5]=2)=[CH:14][CH:13]=1. Procedure details: To a solution of methyl 5,6-diamino-4′-fluorobiphenyl-3-carboxylate (0.19 g, 0.73 mmol) and solid support triphenylphosphine (75% by weight; 0.77 g, 2.2 mmol) in acetonitrile (2.4 mL) was added trichloroacetonitrile (0.15 mL, 1.46 mmol). The mixture was heated in a microwave reactor for 10 min at 150° C. The mixture was cooled to ambient temperature, filtered and concentrated. Purification by reverse phase HPLC (C-18, 95% water/acetonitrile→5% water/acetonitrile with 0.1% trifluoroacetic acid) g... Starting materials: BrC1=CC=C(N)C=C1 (4-bromoaniline), C(C1=CC=CC=C1)=O (benzaldehyde), C(C1=CC=CC=C1)(=O)O (benzoic acid), CC(C)(C#C)O (2-methyl-3-butyn-2-ol). The reagents and catalysts are Cl[Pd]Cl (PdCl2), [Cu]I (CuI). Run in C(C)N(CC)CC (triethylamine). Run at temperature 50 celsius. The product is CC(O)C.NC=1C=C(C=CC1)C#C (3-aminophenylacetylene dimethylcarbinol). Reaction SMILES: Br[C:2]1[CH:8]=[CH:7][C:5]([NH2:6])=[CH:4][CH:3]=1.[CH:9](=O)[C:10]1C=CC=CC=1.C(O)(=O)C1C=CC=CC=1.[CH3:26][C:27]([OH:31])(C#C)[CH3:28]>Cl[Pd]Cl.[Cu]I.C(N(CC)CC)C>[CH3:26][CH:27]([CH3:28])[OH:31].[NH2:6][C:5]1[CH:4]=[C:3]([C:9]#[CH:10])[CH:2]=[CH:8][CH:7]=1 |f:7.8|. Procedure: A mixture of 4-bromoaniline (1.72 g, 10 mmol), benzaldehyde (0.27 g free of benzoic acid, 2.5 mmol), benzoic acid (20 mg, 0.16 mmol), PdCl2 (2 mg) and triethylamine (3.5 g) was deaerated by bubbling nitrogen and then heated to reflux for 30 min. The reaction mixture was cooled to 50° C. and treated with triphenylphosphine (73 mg in 0.5 g of TEA) followed by 2-methyl-3-butyn-2-ol (1.1 g, 13 mmol) and then CuI (20 mg in 1 g TEA). This mixture was heated at reflux for 12 hr. Thin layer chromatograp... Reactants: CCOC(=O)c1ccc(N)cc1, O=Cc1nccnc1OCc1ccccc1. Yields the product CCOC(=O)c1ccc(NCc2nccnc2OCc2ccccc2)cc1. As a reaction SMILES: [CH2:17]([CH3:18])[O:19][C:20]([c:21]1[cH:22][cH:23][c:24]([NH2:27])[cH:25][cH:26]1)=[O:28].[CH2:1]([c:2]1[cH:3][cH:4][cH:5][cH:6][cH:7]1)[O:8][c:9]1[n:10][cH:11][cH:12][n:13][c:14]1[CH:15]=[O:16]>>[CH2:1]([c:2]1[cH:3][cH:4][cH:5][cH:6][cH:7]1)[O:8][c:9]1[n:10][cH:11][cH:12][n:13][c:14]1[CH2:15][NH:27][c:24]1[cH:23][cH:22][c:21]([C:20]([O:19][CH2:17][CH3:18])=[O:28])[cH:26][cH:25]1. Reactants: COC(=O)NC1=C(CBr)C(=CC=C1)C (2-methoxycarbonylamino-6-methylbenzyl bromide), C(=O)C1=C(N=C2N1C=CC=C2O)C (3-formyl-8-hydroxy-2-methylimidazo[1,2-a]pyridine), [F-].[K+] (potassium fluoride), ice water. Reagents/catalysts: [OH-].[Na+] (sodium hydroxide). The solvent is C(C)#N (acetonitrile), C(C)#N (acetonitrile). Yields the product C(=O)C1=C(N=C2N1C=CC=C2OCC2=C(C=CC=C2C)NC(=O)OC)C (3-Formyl-8-(2-methoxycarbonylamino-6-methylbenzyloxy)-2-methylimidazo[1,2-a]pyridine). Isolated yield 64.9%. RXN SMILES: [CH:1]([C:3]1[N:7]2[CH:8]=[CH:9][CH:10]=[C:11]([OH:12])[C:6]2=[N:5][C:4]=1[CH3:13])=[O:2].[F-].[K+].[CH3:16][O:17][C:18]([NH:20][C:21]1[CH:28]=[CH:27][CH:26]=[C:25]([CH3:29])[C:22]=1[CH2:23]Br)=[O:19]>C(#N)C.[OH-].[Na+]>[CH:1]([C:3]1[N:7]2[CH:8]=[CH:9][CH:10]=[C:11]([O:12][CH2:23][C:22]3[C:25]([CH3:29])=[CH:26][CH:27]=[CH:28][C:21]=3[NH:20][C:18]([O:17][CH3:16])=[O:19])[C:6]2=[N:5][C:4]=1[CH3:13])=[O:2] |f:1.2,5.6|. Reported procedure: 2.6 g of 3-formyl-8-hydroxy-2-methylimidazo[1,2-a]pyridine are dissolved in 50 ml of dry acetonitrile with exclusion of moisture at 50° C. and, after cooling to RT, 2.8 g of commercial potassium fluoride (50% by weight) on kieselguhr (for example Celite®) are added. A solution of 3.6 g of 2-methoxycarbonylamino-6-methylbenzyl bromide in 50 ml of dry acetonitrile is added dropwise, and the mixture is heated at 70° C. for 6 h. After cooling to RT, the mixture is poured into ice-water, adjusted to ... Starting materials: CC(C)Br, CC#N, O=Cc1cc(F)c(O)c(F)c1, [K+], [K+], O=C([O-])[O-]. Product: CC(C)Oc1c(F)cc(C=O)cc1F. RXN SMILES: [Br:18][CH:19]([CH3:20])[CH3:21].[CH3:22][C:23]#[N:24].[F:1][c:2]1[cH:3][c:4]([CH:5]=[O:6])[cH:7][c:8]([F:11])[c:9]1[OH:10].[K+:12].[K+:13].[O-:14][C:15]([O-:16])=[O:17]>>[F:1][c:2]1[cH:3][c:4]([CH:5]=[O:6])[cH:7][c:8]([F:11])[c:9]1[O:10][CH:19]([CH3:20])[CH3:21]. Reactants: IC1=NN(C2=CC=C(C=C12)NS(=O)(=O)C1=C(C=CC=C1)S(=O)(=O)C)C(=O)OC(C)(C)C (tert-butyl 3-iodo-5-(2-methylsulfonylbenzenesulfonylamino)indazole-1-carboxylate), solid, tetrakis(triphenylphosphine)palladium[0], C1=C(C=CC2=CC=CC=C12)B(O)O (2-naphthaleneboronic acid), C(O)([O-])=O.[Na+] (sodium hydrogencarbonate). Solvent: CN(C=O)C (dimethylformamide). The product is CS(=O)(=O)C1=C(C=CC=C1)S(=O)(=O)NC=1C=C2C(=NNC2=CC1)C1=CC=CC2=CC=CC=C12 (2-methylsulfonyl-N-(3-naphthalen-1-yl-1H-indazol-5-yl)benzenesulfonamide). Yield: 58.0%. As a reaction SMILES: I[C:2]1[C:10]2[C:5](=[CH:6][CH:7]=[C:8]([NH:11][S:12]([C:15]3[CH:20]=[CH:19][CH:18]=[CH:17][C:16]=3[S:21]([CH3:24])(=[O:23])=[O:22])(=[O:14])=[O:13])[CH:9]=2)[N:4](C(OC(C)(C)C)=O)[N:3]=1.[CH:32]1[C:41]2[C:36](=[CH:37][CH:38]=[CH:39][CH:40]=2)[CH:35]=[CH:34][C:33]=1B(O)O.C(=O)([O-])O.[Na+]>CN(C)C=O>[CH3:24][S:21]([C:16]1[CH:17]=[CH:18][CH:19]=[CH:20][C:15]=1[S:12]([NH:11][C:8]1[CH:9]=[C:10]2[C:5](=[CH:6][CH:7]=1)[NH:4][N:3]=[C:2]2[C:32]1[C:41]2[C:36](=[CH:37][CH:38]=[CH:39][CH:40]=2)[CH:35]=[CH:34][CH:33]=1)(=[O:14])=[O:13])(=[O:22])=[O:23] |f:2.3|. Reported procedure: 2-Methylsulfonyl-N-(3-naphthalen-1-yl-1H-indazol-5-yl)benzenesulfonamide can be obtained as described in Example 59 from 0.5 g of tert-butyl 3-iodo-5-(2-methylsulfonylbenzenesulfonylamino)indazole-1-carboxylate, 298 mg of 2-naphthaleneboronic acid, 20 ml of dimethylformamide, 1.9 ml of a saturated aqueous sodium hydrogencarbonate solution and 24.5 mg of tetrakis(triphenylphosphine)palladium[0]. 240 mg of 2-methylsulfonyl-N-(3-naphthalen-1-yl-1H-indazol-5-yl)benzenesulfonamide are thus obtained i... Reactants: C(=O)([O-])[O-].[Na+].[Na+] (Na2CO3), COC(=O)C1=CC=C2C(=C(NC2=C1)Br)C1CCCCC1 (2-bromo-3-cyclohexyl indole-6-carboxylic acid methyl ester), OCC1=C(C=CC=C1)B(O)O ([2-(hydroxymethyl)phenyl]boronic acid), N1C=CC2=CC=C(C=C12)C(=O)OC (methyl indole-6-carboxylate). Reagents/catalysts: Cl[Pd]([P](C1=CC=CC=C1)(C2=CC=CC=C2)C3=CC=CC=C3)([P](C4=CC=CC=C4)(C5=CC=CC=C5)C6=CC=CC=C6)Cl (bis(triphenylphosphine)palladium dichloride). Solvent: O1CCOCC1 (dioxane), CCOC(=O)C (EtOAc). Conditions: temperature 110 celsius. The product is C1(CCCCC1)C1=C(NC2=CC(=CC=C12)C(=O)OC)C1=C(C=CC=C1)CO (Methyl 3-cyclohexyl-2-[2-(hydroxymethyl)phenyl]-1H-indole-6-carboxylate). Yield: 95.0%. As a reaction SMILES: [CH3:1][O:2][C:3]([C:5]1[CH:13]=[C:12]2[C:8]([C:9]([CH:15]3[CH2:20][CH2:19][CH2:18][CH2:17][CH2:16]3)=[C:10](Br)[NH:11]2)=[CH:7][CH:6]=1)=[O:4].N1[C:29]2[C:24](=[CH:25][CH:26]=[C:27]([C:30](OC)=[O:31])[CH:28]=2)C=C1.OCC1C=CC=CC=1B(O)O.C([O-])([O-])=O.[Na+].[Na+]>CCOC(C)=O.Cl[Pd](Cl)([P](C1C=CC=CC=1)(C1C=CC=CC=1)C1C=CC=CC=1)[P](C1C=CC=CC=1)(C1C=CC=CC=1)C1C=CC=CC=1.O1CCOCC1>[CH:15]1([C:9]2[C:8]3[C:12](=[CH:13][C:5]([C:3]([O:2][CH3:1])=[O:4])=[CH:6][CH:7]=3)[NH:11][C:10]=2[C:26]2[CH:25]=[CH:24][CH:29]=[CH:28][C:27]=2[CH2:30][OH:31])[CH2:20][CH2:19][CH2:18][CH2:17][CH2:16]1 |f:3.4.5,^1:59,78|. Procedure: 2-bromo-3-cyclohexyl indole-6-carboxylic acid methyl ester (1 eq., prepared as described in WO2004/087714 from commercially available methyl indole-6-carboxylate) was mixed with [2-(hydroxymethyl)phenyl]boronic acid (1.5 eq.) and bis(triphenylphosphine)palladium dichloride (0.2 eq.) was added. The mixture was degassed and dioxane and 2M aq. Na2CO3 solution (2 eq.) were added. The mixture was heated under N2-atmosphere to 110° C. for 1 h then diluted with EtOAc and washed with brine. The organic ... The yield is 95.3%. Solvent: C(C)(=O)O (acetic acid). RXN SMILES: Cl.[NH2:2][C:3]1[C:8]([F:9])=[CH:7][N:6]=[C:5]([N:10]2[C:19]3[C:14](=[CH:15][C:16]([F:22])=[C:17]([F:21])[C:18]=3[Cl:20])[C:13](=[O:23])[C:12]([C:24]([O:26]CC)=[O:25])=[CH:11]2)[CH:4]=1>C(O)(=O)C>[NH2:2][C:3]1[C:8]([F:9])=[CH:7][N:6]=[C:5]([N:10]2[C:19]3[C:14](=[CH:15][C:16]([F:22])=[C:17]([F:21])[C:18]=3[Cl:20])[C:13](=[O:23])[C:12]([C:24]([OH:26])=[O:25])=[CH:11]2)[CH:4]=1. Yields the product NC1=CC(=NC=C1F)N1C=C(C(C2=CC(=C(C(=C12)Cl)F)F)=O)C(=O)O (1-(4-amino-5-fluoropyridine-2-yl)-8-chloro-6,7-difluoro-4-oxo-1,4-dihydroquinoline-3-carboxylic acid). Conditions: time 3 hour. The reactants are mixed solution, Cl (hydrochloric acid), NC1=CC(=NC=C1F)N1C=C(C(C2=CC(=C(C(=C12)Cl)F)F)=O)C(=O)OCC (ethyl 1-(4-amino-5-fluoropyridine-2-yl)-8-chloro-6,7-difluoro-4-oxo-1,4-dihydroquinoline-3-carboxylate). Procedure details: To 400 mg of the mixed solution (1:1) of 4N hydrochloric acid and acetic acid was added 35 mg of ethyl 1-(4-amino-5-fluoropyridine-2-yl)-8-chloro-6,7-difluoro-4-oxo-1,4-dihydroquinoline-3-carboxylate, and the mixture was heated under reflux with stirring for 3 hours and allowed to cool. The precipitate was collected by filtration, and washed with distilled water, ethanol and diisopropylether successively to obtain 31 mg of the title compound as a pale yellow powder. Starting materials: COC1=CC=C(C(=S)N)C=C1 (4-methoxy-thiobenzamide), C(C)OC(C(C(C)=O)Cl)=O (2-chloro-3-oxo-butyric acid ethyl ester). The solvent is C(C)O (ethanol). Product: C(C)OC(=O)C1=C(N=C(S1)C1=CC=C(C=C1)OC)C (2-(4-methoxy-phenyl)-4-methyl-thiazole-5-carboxylic acid ethyl ester). The yield is 69.7%. Reaction SMILES: [CH3:1][O:2][C:3]1[CH:11]=[CH:10][C:6]([C:7]([NH2:9])=[S:8])=[CH:5][CH:4]=1.[CH2:12]([O:14][C:15](=[O:21])[CH:16](Cl)[C:17](=O)[CH3:18])[CH3:13]>C(O)C>[CH2:12]([O:14][C:15]([C:16]1[S:8][C:7]([C:6]2[CH:10]=[CH:11][C:3]([O:2][CH3:1])=[CH:4][CH:5]=2)=[N:9][C:17]=1[CH3:18])=[O:21])[CH3:13]. Procedure: A mixture of 4-methoxy-thiobenzamide (5 g, 30 mmol) and 2-chloro-3-oxo-butyric acid ethyl ester (4.6 mL, 33 mmol) in ethanol is stirred under reflux overnight. The reaction is concentrated and the residue is triturated with ether to give 2-(4-methoxy-phenyl)-4-methyl-thiazole-5-carboxylic acid ethyl ester as a yellow solid (5.8 g, 70%).